From a dataset of the Open Reaction Database (ORD), a public repository of structured organic reaction records. describe an organic reaction: reactants, conditions, products, and yield Reactants: 8h, CC1=NN=C(O1)C1=CSC=C1C1=CC=C(C=C1)C (5-Methyl-2-(4-(4-methylphenyl)-3-thienyl)-[1,3,4]oxadiazole), CC(C)(C#N)N=NC(C)(C)C#N (AIBN), C(C)(=O)[O-].[Na+] (sodium acetate), C1CC(=O)N(C1=O)Br (NBS). The solvent is C(Cl)(Cl)(Cl)Cl (carbontetrachloride), C(C)(=O)O (acetic acid). The product is CC1=NN=C(O1)C1=CSC=C1C1=CC=C(C=C1)CBr (5-methyl-2-(4-(4-bromomethylphenyl)-3-thienyl)- [1,3,4]oxadiazole). Isolated yield 58.3%. As a reaction SMILES: [CH3:1][C:2]1[O:6][C:5]([C:7]2[C:11]([C:12]3[CH:17]=[CH:16][C:15]([CH3:18])=[CH:14][CH:13]=3)=[CH:10][S:9][CH:8]=2)=[N:4][N:3]=1.CC(N=NC(C#N)(C)C)(C#N)C.C([O-])(=O)C.[Na+].C1C(=O)N([Br:43])C(=O)C1>C(O)(=O)C.C(Cl)(Cl)(Cl)Cl>[CH3:1][C:2]1[O:6][C:5]([C:7]2[C:11]([C:12]3[CH:17]=[CH:16][C:15]([CH2:18][Br:43])=[CH:14][CH:13]=3)=[CH:10][S:9][CH:8]=2)=[N:4][N:3]=1 |f:2.3|. Reported procedure: 5-Methyl-2-(4-(4-methylphenyl)-3-thienyl)-[1,3,4]oxadiazole (3.4 g, 13.3 mmol) was dissolved into carbontetrachloride (60 ml). AIBN (0.21 g), sodium acetate (0.52 g), NBS (2.6 g, 14.6 mmol) and glacial acetic acid (0.52 ml) were added. The reaction mixture was heated at reflux temperature for 8h and then allowed to cool to ambient temperature. The reaction mixture was filtered through silica gel and the filtrate was evaporated in vacuo. The oily residue was dried in vacuo over sodium hydroxide t... Starting materials: C(C)(C)(C)OC(NC(=N)C=1SC(=C(C1)S(=O)(=O)C=1C=C(C=CC1)C1=C(C=CC=C1C)CO)SC)=O ({[4-(2′-Hydroxymethyl-6′-methyl-biphenyl-3-sulfonyl)-5-methylsulfanyl-thiophen-2-yl]-imino-methyl}-carbamic acid tert-butyl ester), C(Cl)(Cl)Cl.FC(C(=O)O)(F)F (chloroform trifluoroacetic acid), C(C)OP(OCC)(=O)CP(=O)(OCC)OCC ((diethoxy-phosphorylmethyl)-phosphonic acid diethyl ester), [H-].[Na+] (sodium hydride). The reagents and catalysts are [O-2].[O-2].[Mn+4] (Manganese dioxide). Solvent: ClCCl (dichloromethane), C1CCOC1 (THF). Reaction conditions: time 0.5 hour. Product: FC(C(=O)O)(F)F.C(N)(=N)C1=CC(=C(S1)SC)S(=O)(=O)C=1C=C(C=CC1)C1=C(C=CC=C1C)\C=C/P(O)(O)=O (Z-{2-[3′-(5-Carbamimidoyl-2-methylsulfanyl-thiophene-3-sulfonyl)-6-methyl-biphenyl-2-yl]-vinyl}-phosphonic acid trifluoroacetate). The yield is 57.0%. Reaction SMILES: C(OC(=O)[NH:7][C:8]([C:10]1[S:11][C:12]([S:33][CH3:34])=[C:13]([S:15]([C:18]2[CH:19]=[C:20]([C:24]3[C:29]([CH3:30])=[CH:28][CH:27]=[CH:26][C:25]=3[CH2:31]O)[CH:21]=[CH:22][CH:23]=2)(=[O:17])=[O:16])[CH:14]=1)=[NH:9])(C)(C)C.C(OP([CH2:44][P:45]([O:50]CC)([O:47]CC)=[O:46])(=O)OCC)C.[H-].[Na+].C(Cl)(Cl)Cl.[F:59][C:60]([F:65])([F:64])[C:61]([OH:63])=[O:62]>ClCCl.C1COCC1.[O-2].[O-2].[Mn+4]>[F:59][C:60]([F:65])([F:64])[C:61]([OH:63])=[O:62].[C:8]([C:10]1[S:11][C:12]([S:33][CH3:34])=[C:13]([S:15]([C:18]2[CH:19]=[C:20]([C:24]3[C:29]([CH3:30])=[CH:28][CH:27]=[CH:26][C:25]=3/[CH:31]=[CH:44]\[P:45](=[O:46])([OH:47])[OH:50])[CH:21]=[CH:22][CH:23]=2)(=[O:16])=[O:17])[CH:14]=1)(=[NH:7])[NH2:9] |f:2.3,4.5,8.9.10,11.12|. Procedure: Manganese dioxide (0.041 g, 0.470 mmol) was added to a solution of ({[4-(2′-hydroxymethyl-6′-methyl-biphenyl-3-sulfonyl)-5-methylsulfanyl-thiophen-2-yl]-imino-methyl}-carbamic acid tert-butyl ester (0.025 g, 0.047 mmol) [example 213, step b] in dichloromethane [5 mL] and refluxed for 3 hours. The reaction was filtered through Celite and evaporated. The crude residue was dissolved in anhydrous THF [2 mL] and added to a solution of (diethoxy-phosphorylmethyl)-phosphonic acid diethyl ester (0.011 g... Starting materials: C1CCOC1, COC(=O)c1ccnc(OCc2c(-c3ccccc3)noc2C)c1, CO, Cl, [Li+], [OH-], O, O. Product: Cc1onc(-c2ccccc2)c1COc1cc(C(=O)O)ccn1. As a reaction SMILES: [CH2:29]1[O:30][CH2:31][CH2:32][CH2:33]1.[CH3:1][O:2][C:3]([c:4]1[cH:5][c:6]([O:10][CH2:11][c:12]2[c:13](-[c:18]3[cH:19][cH:20][cH:21][cH:22][cH:23]3)[n:14][o:15][c:16]2[CH3:17])[n:7][cH:8][cH:9]1)=[O:24].[CH3:35][OH:36].[ClH:28].[Li+:27].[OH-:26].[OH2:25].[OH2:34]>>[O:2]=[C:3]([c:4]1[cH:5][c:6]([O:10][CH2:11][c:12]2[c:13](-[c:18]3[cH:19][cH:20][cH:21][cH:22][cH:23]3)[n:14][o:15][c:16]2[CH3:17])[n:7][cH:8][cH:9]1)[OH:24]. Reagents/catalysts: [C].[Pd] (palladium-carbon). Yields the product COCCNC1=C(N)C=C(C=C1)C=1OC2=C(N1)C=CC=C2 (2-(2-(2-methoxyethyl)aminoanilin-5-yl)benzoxazole). The yield is 31.0%. Reactants: [H][H] (hydrogen), C([O-])([O-])=O.[K+].[K+] (potassium carbonate), COCCN (2-methoxyethylamine), FC1=C(C=C(C=C1)C=1OC2=C(N1)C=CC=C2)[N+](=O)[O-] (2-(4-fluoro-3-nitrophenyl)benzoxazole). Reaction SMILES: F[C:2]1[CH:7]=[CH:6][C:5]([C:8]2[O:9][C:10]3[CH:16]=[CH:15][CH:14]=[CH:13][C:11]=3[N:12]=2)=[CH:4][C:3]=1[N+:17]([O-])=O.C(=O)([O-])[O-].[K+].[K+].[CH3:26][O:27][CH2:28][CH2:29][NH2:30].[H][H]>C(O)C.[C].[Pd].O>[CH3:26][O:27][CH2:28][CH2:29][NH:30][C:2]1[CH:7]=[CH:6][C:5]([C:8]2[O:9][C:10]3[CH:16]=[CH:15][CH:14]=[CH:13][C:11]=3[N:12]=2)=[CH:4][C:3]=1[NH2:17] |f:1.2.3,7.8|. Solvent: C(C)O (ethanol), O (water). Conditions: time 6 hour. Procedure: To a suspension of 2-(4-fluoro-3-nitrophenyl)benzoxazole (see Working Example 15-2) (300 mg, 1.16 mmol) in ethanol (5 mL) was added potassium carbonate (176 mg, 1.28 mmol) and 2-methoxyethylamine (105 mg, 1.39 mmol), and this was heated to reflux for 3.5 hours. After the reaction was complete, this was cooled to room temperature, water was added, and the precipitated crystals were filtered, washed with water and then dried. To a tetrahydrofuran solution (7 mL) of the crystals obtained was added ... Starting materials: COC(CC1=CC=C(C=C1)C#CC1=CC(=C(C=C1)CNCCC1CC1)C)=O (methyl(4-{4-[(cyclopropylethyl-amino)-methyl]-3-methyl-phenylethynyl}-phenyl)-acetate), COC(CC1=CC=C(C=C1)C#CC1=CC(=C(C=C1)CNCCC1CC1)C)=O (methyl(4-{4-[(cyclopropylethyl-amino)-methyl]-3-methyl-phenylethynyl}-phenyl)-acetate), [OH-].[Na+] (NaOH), aqueous solution, C(C)O (ethanol), O.CC#N (H2O CH3CN). Run in O1CCCC1 (tetrahydrofuran). Reaction conditions: time 8 hour. The product is C1(CC1)N(CC)CC1=C(C=C(C=C1)C#CC1=CC=C(C=C1)CC(=O)O)C ((4-{4-[(Cyclopropyl-ethyl-amino)-methyl]-3-methyl-phenylethynyl}-phenyl)-acetic Acid). As a reaction SMILES: C[O:2][C:3](=[O:27])[CH2:4][C:5]1[CH:10]=[CH:9][C:8]([C:11]#[C:12][C:13]2[CH:18]=[CH:17][C:16]([CH2:19][NH:20][CH2:21][CH2:22]C3CC3)=[C:15]([CH3:26])[CH:14]=2)=[CH:7][CH:6]=1.[OH-].[Na+].O.[CH3:31][C:32]#N.[CH2:34](O)C>O1CCCC1>[CH:32]1([N:20]([CH2:19][C:16]2[CH:17]=[CH:18][C:13]([C:12]#[C:11][C:8]3[CH:9]=[CH:10][C:5]([CH2:4][C:3]([OH:2])=[O:27])=[CH:6][CH:7]=3)=[CH:14][C:15]=2[CH3:26])[CH2:21][CH3:22])[CH2:31][CH2:34]1 |f:1.2,3.4|. Procedure details: Using General Procedure I; a solution of methyl(4-{4-[(cyclopropylethyl-amino)-methyl]-3-methyl-phenylethynyl}-phenyl)-acetate (Compound 129, 140.0 mg, 0.39 mmol) in ethanol (5 mL) and tetrahydrofuran (5 mL) was treated with NaOH (360.0 mg, 9.0 mmols, 3.0 mL of a 3N aqueous solution) and stirred overnight at room temperature. Work-up followed by HPLC (Partisil-10 pac 10% H2O—CH3CN) afforded the title compound. The reactants are ClC1=C(C=2C(=CN=C(C2)OC)N1C1=CC=CC=C1)C(=O)O (2-Chloro-5-methoxy-1-phenyl-1H-pyrrolo[2,3-c]pyridine-3-carboxylic acid), N1(CCNCC1)C(=O)OC(C)(C)C (tert-butyl 1-piperazinecarboxylate), Cl.C(C)N=C=NCCCN(C)C (N-ethyl-N′-(3-dimethylaminopropyl)carbodiimide hydrochloride), O.ON1N=NC2=C1C=CC=C2 (1-hydroxybenzotriazole hydrate), CN1CCOCC1 (NMM). Solvent: CN(C)C=O (DMF). Conditions: time 8 hour. Yields the product C(C)(C)(C)OC(=O)N1CCN(CC1)C(=O)C1=C(N(C2=CN=C(C=C21)OC)C2=CC=CC=C2)Cl (4-(2-Chloro-5-methoxy-1-phenyl-1H-pyrrolo[2,3-c]pyridine-3-carbonyl)-piperazine-1-carboxylic acid tert-butyl ester). RXN SMILES: [Cl:1][C:2]1[N:12]([C:13]2[CH:18]=[CH:17][CH:16]=[CH:15][CH:14]=2)[C:5]2=[CH:6][N:7]=[C:8]([O:10][CH3:11])[CH:9]=[C:4]2[C:3]=1[C:19](O)=[O:20].[N:22]1([C:28]([O:30][C:31]([CH3:34])([CH3:33])[CH3:32])=[O:29])[CH2:27][CH2:26][NH:25][CH2:24][CH2:23]1.Cl.C(N=C=NCCCN(C)C)C.O.ON1C2C=CC=CC=2N=N1.CN1CCOCC1>CN(C=O)C>[C:31]([O:30][C:28]([N:22]1[CH2:27][CH2:26][N:25]([C:19]([C:3]2[C:4]3[C:5](=[CH:6][N:7]=[C:8]([O:10][CH3:11])[CH:9]=3)[N:12]([C:13]3[CH:18]=[CH:17][CH:16]=[CH:15][CH:14]=3)[C:2]=2[Cl:1])=[O:20])[CH2:24][CH2:23]1)=[O:29])([CH3:34])([CH3:32])[CH3:33] |f:2.3,4.5|. Procedure details: To a solution of the crude compound of step 4, tert-butyl 1-piperazinecarboxylate (565 mg, 3.03 mmol), N-ethyl-N′-(3-dimethylaminopropyl)carbodiimide hydrochloride (581 mg, 3.03 mmol) and 1-hydroxybenzotriazole hydrate (312 mg, 2.29 mmol) in DMF (20 ml) was added NMM (911 μl, 8.27 mmol), and the reaction mixture was stirred at room temperature overnight. The mixture was quenched with water and extracted with EA. The organic layer was separated, dried over sodium sulfate, filtered and evaporated. The reactants are ClC=1C(=NC(=NC1)NC1=C(C=C(C(=C1)C)C1CNCCC1)C)NC1=NNC(=C1)C (5-chloro-N2-(2,5-dimethyl-4-(piperidin-3-yl)phenyl)-N4-(5-methyl-1H-pyrazol-3-yl)pyrimidine-2,4-diamine), BrCC(=O)NC (2-bromo-N-methylacetamide), TEA. Product: ClC=1C(=NC(=NC1)NC1=CC(=C(C=C1C)[C@H]1CN(CCC1)CC(=O)NC)C)NC1=NNC(=C1)C ((S)-2-(3-(4-(5-chloro-4-(5-methyl-1H-pyrazol-3-ylamino)pyrimidin-2-ylamino)-2,5-dimethylphenyl)piperidin-1-yl)-N-methylacetamide). The solvent is CN(C)C=O (DMF). Reported procedure: A solution of 5-chloro-N2-(2,5-dimethyl-4-(piperidin-3-yl)phenyl)-N4-(5-methyl-1H-pyrazol-3-yl)pyrimidine-2,4-diamine (700 mg, 1.70 mmol), 2-bromo-N-methylacetamide (258 mg, 1.70 mmol) and TEA (1.2 mL, 8.5 mmol) in DMF (4 mL) was stirred at rt for 30 min. The reaction was purified by RP-HPLC to give the product as a racemate; ESMS m/z 483.2 (M+1). Chiral separation of the racemic mixture was conducted with chiral HPLC (ChiralCel OD-H, Hex:EtOH:MeOH/80:10:10, 15 min run time, 1 mL/min). The two p... RXN SMILES: [Cl:1][C:2]1[C:3]([NH:23][C:24]2[CH:28]=[C:27]([CH3:29])[NH:26][N:25]=2)=[N:4][C:5]([NH:8][C:9]2[CH:14]=[C:13]([CH3:15])[C:12]([CH:16]3[CH2:21][CH2:20][CH2:19][NH:18][CH2:17]3)=[CH:11][C:10]=2[CH3:22])=[N:6][CH:7]=1.Br[CH2:31][C:32]([NH:34][CH3:35])=[O:33]>CN(C=O)C>[Cl:1][C:2]1[C:3]([NH:23][C:24]2[CH:28]=[C:27]([CH3:29])[NH:26][N:25]=2)=[N:4][C:5]([NH:8][C:9]2[C:10]([CH3:22])=[CH:11][C:12]([C@@H:16]3[CH2:21][CH2:20][CH2:19][N:18]([CH2:31][C:32]([NH:34][CH3:35])=[O:33])[CH2:17]3)=[C:13]([CH3:15])[CH:14]=2)=[N:6][CH:7]=1. The reactants are C(#N)[BH3-].[Na+] (sodium cyanoborohydride), N[C@H]1[C@@H](C(OC2=C1C=C(C=C2)S(=O)(=O)C(C(C(F)(F)F)(F)F)(F)F)(C)C)O (trans-4-amino-6-heptafluoropropylsulfonyl-3,4-dihydro-2,2-dimethyl-2H-1-benzopyran-3-ol), C(=O)C1=C(C(=O)OC)C=CC=C1 (methyl 2-formylbenzoate), C(O)([O-])=O.[Na+] (sodium hydrogencarbonate). The reagents and catalysts are [Cl-].[Zn+2].[Cl-] (zinc chloride). Solvent: CO (methanol), CO (methanol). Reaction conditions: time 1 hour. The product is FC(C(S(=O)(=O)C=1C=CC2=C([C@H]([C@@H](C(O2)(C)C)O)N2C(C3=CC=CC=C3C2)=O)C1)(F)F)(C(F)(F)F)F (trans-6-Heptafluoropropylsulfonyl-3,4-dihydro-2,2-dimethyl-4-(1-oxoisoindolin-2yl)-2H-1-benzopyran-3-ol). Isolated yield 69.9%. As a reaction SMILES: C([BH3-])#N.[Na+].[NH2:5][C@@H:6]1[C:11]2[CH:12]=[C:13]([S:16]([C:19]([F:28])([F:27])[C:20]([F:26])([F:25])[C:21]([F:24])([F:23])[F:22])(=[O:18])=[O:17])[CH:14]=[CH:15][C:10]=2[O:9][C:8]([CH3:30])([CH3:29])[C@H:7]1[OH:31].[CH:32]([C:34]1[CH:43]=[CH:42][CH:41]=[CH:40][C:35]=1[C:36](OC)=O)=[O:33].C(=O)([O-])O.[Na+]>CO.[Cl-].[Zn+2].[Cl-]>[F:26][C:20]([F:25])([C:21]([F:22])([F:23])[F:24])[C:19]([F:28])([F:27])[S:16]([C:13]1[CH:14]=[CH:15][C:10]2[O:9][C:8]([CH3:29])([CH3:30])[C@@H:7]([OH:31])[C@H:6]([N:5]3[CH2:36][C:35]4[C:34](=[CH:43][CH:42]=[CH:41][CH:40]=4)[C:32]3=[O:33])[C:11]=2[CH:12]=1)(=[O:18])=[O:17] |f:0.1,4.5,7.8.9|. Procedure details: A solution of 0.142 g of zinc chloride and 0.065 g of sodium cyanoborohydride in 3 ml of methanol was added to a solution of 0.40 g of trans-4-amino-6-heptafluoropropylsulfonyl-3,4-dihydro-2,2-dimethyl-2H-1-benzopyran-3-ol (prepared as described in Preparation 4) and 0.156 g of methyl 2-formylbenzoate in 6 ml of methanol, and the resulting mixture was stirred at room temperature for 1 hour and then at 50° C. for 24 hours. At the end of this time, the mixture was cooled with ice and then mixed wi... Reactants: CN1CCCC1=O, COC(=O)c1ccc(Cl)nc1, [Na+], [Na+], O=C([O-])[O-], O, O=S1(=O)CCNCC1. Yields the product COC(=O)c1ccc(N2CCS(=O)(=O)CC2)nc1. RXN SMILES: [CH3:27][N:28]1[CH2:29][CH2:30][CH2:31][C:32]1=[O:33].[Cl:1][c:2]1[n:3][cH:4][c:5]([C:6](=[O:7])[O:8][CH3:9])[cH:10][cH:11]1.[Na+:20].[Na+:21].[O-:22][C:23](=[O:24])[O-:25].[OH2:26].[S:12]1(=[O:18])(=[O:19])[CH2:13][CH2:14][NH:15][CH2:16][CH2:17]1>>[c:2]1([N:15]2[CH2:14][CH2:13][S:12](=[O:18])(=[O:19])[CH2:17][CH2:16]2)[n:3][cH:4][c:5]([C:6](=[O:7])[O:8][CH3:9])[cH:10][cH:11]1. Starting materials: C([O-])([O-])=O.[K+].[K+] (potassium carbonate), CC(COC1=CC=2[C@]3(C4=CC(=CC=C4OC2C=C1)C=1C=NC=CC1)N=C(OC3)N)=C ((S)-2′-(2-methylallyloxy)-7′-(pyridin-3-yl)-5H-spiro[oxazole-4,9′-xanthen]-2-amine), O (water), S(O)(O)(=O)=O (Sulfuric acid). Solvent: CO (methanol). Yields the product NC=1OC[C@]2(C3=CC(=CC=C3OC=3C=CC(=CC23)C=2C=NC=CC2)OCC(C)(O)C)N1 ((S)-1-(2-amino-2′-(pyridin-3-yl)-5H-spiro[oxazole-4,9′-xanthene]-7′-yloxy)-2-methylpropan-2-ol). Reaction SMILES: [CH3:1][C:2](=[CH2:30])[CH2:3][O:4][C:5]1[CH:18]=[CH:17][C:16]2[O:15][C:14]3[C:9](=[CH:10][C:11]([C:19]4[CH:20]=[N:21][CH:22]=[CH:23][CH:24]=4)=[CH:12][CH:13]=3)[C@@:8]3([CH2:28][O:27][C:26]([NH2:29])=[N:25]3)[C:7]=2[CH:6]=1.O.S(=O)(=O)(O)[OH:33].C(=O)([O-])[O-].[K+].[K+]>CO>[NH2:29][C:26]1[O:27][CH2:28][C@:8]2([N:25]=1)[C:9]1[CH:10]=[C:11]([C:19]3[CH:20]=[N:21][CH:22]=[CH:23][CH:24]=3)[CH:12]=[CH:13][C:14]=1[O:15][C:16]1[C:7]2=[CH:6][C:5]([O:4][CH2:3][C:2]([CH3:1])([OH:33])[CH3:30])=[CH:18][CH:17]=1 |f:3.4.5|. Procedure: A vial was charged with (S)-2′-(2-methylallyloxy)-7′-(pyridin-3-yl)-5H-spiro[oxazole-4,9′-xanthen]-2-amine (41.17 mg, 0.103 mmol) and water (0.5 mL) giving a suspension. Sulfuric acid (110 μL, 2.061 mmol) was added, and the mixture became a cloudy solution. The vial was sealed and placed in a 70° C. oil bath for 8 h. The mixture was cooled to RT, and potassium carbonate was added until bubbling ceased. The resulting suspension was extracted with DCM (3×). The combined organic extracts were dried...